From a dataset of the Open Reaction Database (ORD), a public repository of structured organic reaction records. describe an organic reaction: reactants, conditions, products, and yield Reactants: C(CCC=C)[Si]1(CCC(CC1)C1CCC(CC1)=O)C1=CC=CC=C1 (4-(4-(4-pentenyl)-4-phenyl-4-silacyclohexyl)cyclohexanone), FC=1C=C(C=CC1F)[Mg]Br (3,4-difluorophenylmagnesium bromide). Product: C(CC=CC)[Si@@H]1CC[C@H](CC1)C1=CC=C(C=C1)C1=CC(=C(C=C1)F)F (trans-4-(4-(3-pentenyl)-4-silacyclohexyl)-3', 4'-difluorobiphenyl). As a reaction SMILES: C([Si:6]1([C:19]2[CH:24]=[CH:23][CH:22]=[CH:21]C=2)[CH2:11][CH2:10][CH:9]([CH:12]2[CH2:17][CH2:16][C:15](=O)[CH2:14][CH2:13]2)[CH2:8][CH2:7]1)CCC=C.[F:25][C:26]1[CH:27]=[C:28]([Mg]Br)[CH:29]=[CH:30][C:31]=1[F:32]>>[CH2:19]([Si@H:6]1[CH2:7][CH2:8][C@H:9]([C:12]2[CH:13]=[CH:14][C:15]([C:29]3[CH:28]=[CH:27][C:26]([F:25])=[C:31]([F:32])[CH:30]=3)=[CH:16][CH:17]=2)[CH2:10][CH2:11]1)[CH2:24][CH:23]=[CH:22][CH3:21]. Procedure: The general procedure of Example 12 was repeated using 34.1 g of 4-(4-(4-pentenyl)-4-phenyl-4-silacyclohexyl)cyclohexanone and 3,4-difluorophenylmagnesium bromide, thereby obtaining the captioned compound. Reactants: C(C)(C)(C)OC(=O)N1[C@H]2[C@@H](C[C@@H]([C@H]1C(=O)O)C2)O ((1R,3S,4S,6R)-2-(tert-Butoxycarbonyl)-6-hydroxy-2-azabicyclo[2.2.1]heptane-3-carboxylic acid), Cl.N1[C@@H](CCC1)C#N ((2S)-2-pyrrolidinecarbonitrile hydrochloride), CN(CCCN=C=NCC)C (1-(3-dimethylaminopropyl)-3-ethylcarbodiimide). Solvent: CN(C=O)C (N,N-dimethylformamide). Run at time 6 hour. Yields the product C(#N)[C@H]1N(CCC1)C(=O)[C@H]1N([C@H]2[C@@H](C[C@@H]1C2)O)C(=O)OC(C)(C)C (tert-Butyl (1R,3S,4S,6R)-3-{[(2S)-2-cyano-1-pyrrolidinyl]carbonyl}-6-hydroxy-2-azabicyclo[2.2.1]heptane-2-carboxylate). Yield: 72.8%. Reaction SMILES: [C:1]([O:5][C:6]([N:8]1[C@H:13]([C:14]([OH:16])=O)[C@H:12]2[CH2:17][C@@H:9]1[C@H:10]([OH:18])[CH2:11]2)=[O:7])([CH3:4])([CH3:3])[CH3:2].Cl.[NH:20]1[CH2:24][CH2:23][CH2:22][C@H:21]1[C:25]#[N:26].CN(C)CCCN=C=NCC>CN(C)C=O>[C:25]([C@@H:21]1[CH2:22][CH2:23][CH2:24][N:20]1[C:14]([C@@H:13]1[C@H:12]2[CH2:17][C@H:9]([C@H:10]([OH:18])[CH2:11]2)[N:8]1[C:6]([O:5][C:1]([CH3:2])([CH3:3])[CH3:4])=[O:7])=[O:16])#[N:26] |f:1.2|. Procedure: To a solution of (1R,3S,4S,6R)-2-(tert-butoxycarbonyl)-6-hydroxy-2-azabicyclo[2.2.1]heptane-3-carboxylic acid obtained in Example 5-6 (90 mg) in N,N-dimethylformamide (1.6 mL), was added (2S)-2-pyrrolidinecarbonitrile hydrochloride (55.7 mg) 1-hydroxy-7-azabenzotriazole (57.2 mg) and 1-(3-dimethylaminopropyl)-3-ethylcarbodiimide (65 mg). The mixture was then stirred at room temperature for 6 hrs. The resulting mixture was evaporated in vacuo and the residue was chromatographed on silica gel elut... Conditions: temperature 0 celsius, time 1.5 hour. Procedure details: The crude (S)-4′-fluoro-2′-methoxy-5,6-dihydrospiro[[1,3]oxazine-4,9′-xanthene]-2,7′-diamine (1.196 g, 3.63 mmol) was dissolved in dcm (100 mL) and the solution was cooled to 0° C. A DCM solution of boron tribromide (14.53 mL, 14.53 mmol) was added, and the reaction was warmed to RT. After 1.5 h, the reaction was quenched with 120 mL of 10:1 saturated NH4Cl and commercial NH4OH. The mixture was extracted with 5% MeOH-DCM (3×250 mL). The organics were combined, washed with dilute brine (50 mL), d... The product is NC=1OCC[C@@]2(C3=CC(=CC=C3OC=3C(=CC(=CC23)O)F)N)N1 ((S)-2,7′-diamino-4′-fluoro-5,6-dihydrospiro[[1,3]oxazine-4,9′-xanthen]-2′-ol). Run in C(Cl)Cl (DCM). RXN SMILES: [F:1][C:2]1[C:15]2[O:14][C:13]3[C:8](=[CH:9][C:10]([NH2:16])=[CH:11][CH:12]=3)[C@@:7]3([CH2:21][CH2:20][O:19][C:18]([NH2:22])=[N:17]3)[C:6]=2[CH:5]=[C:4]([O:23]C)[CH:3]=1.B(Br)(Br)Br>C(Cl)Cl>[NH2:22][C:18]1[O:19][CH2:20][CH2:21][C@@:7]2([N:17]=1)[C:6]1[CH:5]=[C:4]([OH:23])[CH:3]=[C:2]([F:1])[C:15]=1[O:14][C:13]1[C:8]2=[CH:9][C:10]([NH2:16])=[CH:11][CH:12]=1. Reactants: B(Br)(Br)Br (boron tribromide), FC1=CC(=CC=2[C@]3(C4=CC(=CC=C4OC12)N)N=C(OCC3)N)OC ((S)-4′-fluoro-2′-methoxy-5,6-dihydrospiro[[1,3]oxazine-4,9′-xanthene]-2,7′-diamine). Isolated yield 84.8%. Product: COC(=O)C1(c2ccc(C#N)cc2)CC1. As a reaction SMILES: [C-:28]#[N:29].[C-:31]#[N:32].[CH3:15][N:16]1[CH2:17][CH2:18][CH2:19][C:20]1=[O:21].[CH3:22][CH2:23][O:24][C:25]([CH3:26])=[O:27].[Cl:1][c:2]1[cH:3][cH:4][c:5]([C:8]2([C:11](=[O:12])[O:13][CH3:14])[CH2:9][CH2:10]2)[cH:6][cH:7]1.[Zn+2:30].[Zn:33]>>[c:2]1([C:15]#[N:16])[cH:3][cH:4][c:5]([C:8]2([C:11](=[O:12])[O:13][CH3:14])[CH2:9][CH2:10]2)[cH:6][cH:7]1. The reactants are [C-]#N, [C-]#N, CN1CCCC1=O, CCOC(C)=O, COC(=O)C1(c2ccc(Cl)cc2)CC1, [Zn+2], [Zn]. Starting materials: [BH4-], CCNCC, C1CCCCC1, CO, CC(=O)O, O=C1CCc2cccc(Cl)c2C1, Cl, [Na+], O, Cc1ccc(S(=O)(=O)O)cc1. The product is CCN(CC)C1CCc2cccc(Cl)c2C1. Reaction SMILES: [BH4-:29].[CH2:13]([CH3:14])[NH:15][CH2:16][CH3:17].[CH2:31]1[CH2:32][CH2:33][CH2:34][CH2:35][CH2:36]1.[CH3:37][OH:38].[CH3:40][C:41](=[O:42])[OH:43].[Cl:1][c:2]1[cH:3][cH:4][cH:5][c:6]2[c:11]1[CH2:10][C:9](=[O:12])[CH2:8][CH2:7]2.[ClH:39].[Na+:30].[OH2:44].[c:18]1([CH3:19])[cH:20][cH:21][c:22]([S:23]([OH:24])(=[O:25])=[O:26])[cH:27][cH:28]1>>[Cl:1][c:2]1[cH:3][cH:4][cH:5][c:6]2[c:11]1[CH2:10][CH:9]([N:15]([CH2:13][CH3:14])[CH2:16][CH3:17])[CH2:8][CH2:7]2. Reactants: CCOC(=O)C(Cc1ccc(OCCc2ccc(NC(=O)OC(C)(C)C)cc2)c(Cc2ccccc2)c1)OCC, C1CCOC1, CCO, [K+], [Li+], [OH-], O, O=S(=O)([O-])O. Product: CCOC(Cc1ccc(OCCc2ccc(NC(=O)OC(C)(C)C)cc2)c(Cc2ccccc2)c1)C(=O)O. As a reaction SMILES: [CH2:1]([c:2]1[cH:3][cH:4][cH:5][cH:6][cH:7]1)[c:8]1[cH:9][c:10]([CH2:31][CH:32]([C:33](=[O:34])[O:35][CH2:36][CH3:37])[O:38][CH2:39][CH3:40])[cH:11][cH:12][c:13]1[O:14][CH2:15][CH2:16][c:17]1[cH:18][cH:19][c:20]([NH:23][C:24](=[O:25])[O:26][C:27]([CH3:28])([CH3:29])[CH3:30])[cH:21][cH:22]1.[CH2:43]1[O:44][CH2:45][CH2:46][CH2:47]1.[CH3:55][CH2:56][OH:57].[K+:53].[Li+:41].[OH-:42].[OH2:54].[S:48]([O-:49])([OH:50])(=[O:51])=[O:52]>>[CH2:1]([c:2]1[cH:3][cH:4][cH:5][cH:6][cH:7]1)[c:8]1[cH:9][c:10]([CH2:31][CH:32]([C:33](=[O:34])[OH:35])[O:38][CH2:39][CH3:40])[cH:11][cH:12][c:13]1[O:14][CH2:15][CH2:16][c:17]1[cH:18][cH:19][c:20]([NH:23][C:24](=[O:25])[O:26][C:27]([CH3:28])([CH3:29])[CH3:30])[cH:21][cH:22]1. Starting materials: C1CNCCN1, CS(C)=O, CO, ClCCl, Nc1ncc(-c2nc(N3CCOCC3)c3nc(Cl)n(CC4CC4)c3n2)cn1. Product: Nc1ncc(-c2nc(N3CCOCC3)c3nc(N4CCNCC4)n(CC4CC4)c3n2)cn1. As a reaction SMILES: [CH2:32]1[CH2:33][NH:34][CH2:35][CH2:36][NH:37]1.[CH3:1][S:2](=[O:3])[CH3:4].[CH3:38][OH:39].[Cl:40][CH2:41][Cl:42].[Cl:5][c:6]1[n:7]([CH2:28][CH:29]2[CH2:30][CH2:31]2)[c:8]2[n:9][c:10](-[c:21]3[cH:22][n:23][c:24]([NH2:27])[n:25][cH:26]3)[n:11][c:12]([N:15]3[CH2:16][CH2:17][O:18][CH2:19][CH2:20]3)[c:13]2[n:14]1>>[c:6]1([N:34]2[CH2:33][CH2:32][NH:37][CH2:36][CH2:35]2)[n:7]([CH2:28][CH:29]2[CH2:30][CH2:31]2)[c:8]2[n:9][c:10](-[c:21]3[cH:22][n:23][c:24]([NH2:27])[n:25][cH:26]3)[n:11][c:12]([N:15]3[CH2:16][CH2:17][O:18][CH2:19][CH2:20]3)[c:13]2[n:14]1.